From a dataset of the Open Reaction Database (ORD), a public repository of structured organic reaction records. describe an organic reaction: reactants, conditions, products, and yield Reactants: O=C1N(CSC1)C1=CC=C(C(=O)O)C=C1 (4-(4-oxothiazolidin-3-yl)benzoic acid), CC=1C(=NC=C(C1)C)N1CCNCC1 (1-(3,5-dimethylpyridin-2-yl)piperazine). Yields the product CC=1C(=NC=C(C1)C)N1CCN(CC1)C(=O)C1=CC=C(C=C1)N1CSCC1=O (3-{4-[4-(3,5-dimethylpyridin-2-yl)piperazine-1-carbonyl]phenyl}thiazolidin-4-one). Isolated yield 74.4%. Reaction SMILES: [O:1]=[C:2]1[CH2:6][S:5][CH2:4][N:3]1[C:7]1[CH:15]=[CH:14][C:10]([C:11]([OH:13])=O)=[CH:9][CH:8]=1.[CH3:16][C:17]1[C:18]([N:24]2[CH2:29][CH2:28][NH:27][CH2:26][CH2:25]2)=[N:19][CH:20]=[C:21]([CH3:23])[CH:22]=1>>[CH3:16][C:17]1[C:18]([N:24]2[CH2:25][CH2:26][N:27]([C:11]([C:10]3[CH:9]=[CH:8][C:7]([N:3]4[C:2](=[O:1])[CH2:6][S:5][CH2:4]4)=[CH:15][CH:14]=3)=[O:13])[CH2:28][CH2:29]2)=[N:19][CH:20]=[C:21]([CH3:23])[CH:22]=1. Reported procedure: Using 4-(4-oxothiazolidin-3-yl)benzoic acid (112 mg) and 1-(3,5-dimethylpyridin-2-yl)piperazine (96 mg) described in Preparation Example 79 and by the reaction and treatment in the same manner as in Example 11, the title compound (148 mg) was obtained.